From a dataset of the Open Reaction Database (ORD), a public repository of structured organic reaction records. describe an organic reaction: reactants, conditions, products, and yield The reactants are NC1=NC=CC(=C1N)OC1=CC=C(C=C1)NC(OC(C)(C)C)=O (tert-butyl 4-(2,3-diamino pyridin-4-yloxy)phenylcarbamate), C(C(=O)OCC)(=O)OCC (diethyl oxalate). The product is NC1=CC=C(OC2=CC=NC=3NC(C(NC32)=O)=O)C=C1 (8-(4-aminophenoxy)pyrido[2,3-b]pyrazine-2,3(1H,4H)-dione). The yield is 25.0%. Reaction SMILES: [NH2:1][C:2]1[C:7]([NH2:8])=[C:6]([O:9][C:10]2[CH:15]=[CH:14][C:13]([NH:16]C(=O)OC(C)(C)C)=[CH:12][CH:11]=2)[CH:5]=[CH:4][N:3]=1.[C:24](OCC)(=[O:30])[C:25](OCC)=[O:26]>>[NH2:16][C:13]1[CH:12]=[CH:11][C:10]([O:9][C:6]2[C:7]3[NH:8][C:25](=[O:26])[C:24](=[O:30])[NH:1][C:2]=3[N:3]=[CH:4][CH:5]=2)=[CH:15][CH:14]=1. Procedure: A solution of tert-butyl 4-(2,3-diamino pyridin-4-yloxy)phenylcarbamate (0.320 g, 1.0 mmol) in diethyl oxalate (2 ml) is reacted twice for 10 minutes in a microwave reactor (180 C, 150 W). The solution is cooled and the solid filtered and washed with cold ethanol. Obtained 8-(4-aminophenoxy)pyrido[2,3-b]pyrazine-2,3(1H,4H)-dione (70 mg, 25% yield) as a grey solid. The reactants are CCCCC, CCOC(C)=O, O=C(Cl)CCl, Cc1ccc(Nc2c(F)cccc2Cl)cc1. Product: Cc1ccc(N(C(=O)CCl)c2c(F)cccc2Cl)cc1. RXN SMILES: [CH3:22][CH2:23][CH2:24][CH2:25][CH3:26].[CH3:27][CH2:28][O:29][C:30](=[O:31])[CH3:32].[Cl:17][CH2:18][C:19](=[O:20])[Cl:21].[Cl:1][c:2]1[c:3]([NH:9][c:10]2[cH:11][cH:12][c:13]([CH3:16])[cH:14][cH:15]2)[c:4]([F:8])[cH:5][cH:6][cH:7]1>>[Cl:1][c:2]1[c:3]([N:9]([c:10]2[cH:11][cH:12][c:13]([CH3:16])[cH:14][cH:15]2)[C:19]([CH2:18][Cl:17])=[O:20])[c:4]([F:8])[cH:5][cH:6][cH:7]1. Starting materials: CC(C)(C)[Si](C)(C)OCCBr, O=C([O-])[O-], CS(C)=O, O=Cc1ccc(O)c(Cl)c1, [Cs+], [Cs+], O. The product is CC(C)(C)[Si](C)(C)OCCOc1ccc(C=O)cc1Cl. RXN SMILES: [Br:11][CH2:12][CH2:13][O:14][Si:15]([CH3:16])([CH3:17])[C:18]([CH3:19])([CH3:20])[CH3:21].[C:22](=[O:23])([O-:24])[O-:25].[CH3:28][S:29]([CH3:30])=[O:31].[Cl:1][c:2]1[cH:3][c:4]([CH:5]=[O:6])[cH:7][cH:8][c:9]1[OH:10].[Cs+:26].[Cs+:27].[OH2:32]>>[Cl:1][c:2]1[cH:3][c:4]([CH:5]=[O:6])[cH:7][cH:8][c:9]1[O:10][CH2:12][CH2:13][O:14][Si:15]([CH3:16])([CH3:17])[C:18]([CH3:19])([CH3:20])[CH3:21]. Starting materials: C(C=C)C=1C=C2CCC(N(C2=CC1OCC=C)CC=C(C)C)=O (6-allyl-7-allyloxy-3,4-dihydro-1-prenyl-2(1H)-quinolinone), C1CCCC2=CC=CC=C12 (tetralin). Reaction conditions: time 3 hour. Product: C(C=C)C=1C=C2CCC(N(C2=C(C1O)CC=C)CC=C(C)C)=O (6,8-diallyl-3,4-dihydro-7-hydroxy-1-prenyl-2(1H)-quinolinone). The yield is 78.0%. As a reaction SMILES: [CH2:1]([C:4]1[CH:5]=[C:6]2[C:11](=[CH:12][C:13]=1[O:14]CC=C)[N:10]([CH2:18][CH:19]=[C:20]([CH3:22])[CH3:21])[C:9](=[O:23])[CH2:8][CH2:7]2)[CH:2]=[CH2:3].[CH2:24]1[C:33]2C(=CC=CC=2)CC[CH2:25]1>>[CH2:1]([C:4]1[CH:5]=[C:6]2[C:11](=[C:12]([CH2:33][CH:24]=[CH2:25])[C:13]=1[OH:14])[N:10]([CH2:18][CH:19]=[C:20]([CH3:21])[CH3:22])[C:9](=[O:23])[CH2:8][CH2:7]2)[CH:2]=[CH2:3]. Procedure details: 10 Grams of 6-allyl-7-allyloxy-3,4-dihydro-1-prenyl-2(1H)-quinolinone obtained in Example 20 was dissolved in 50 ml of tetralin and stirred at 200° to 230° C. for 3 hours. After cooling, the reaction mixture was subjected to purification by passing through a silica gel column, there was obtained 7.8 g (78%) of 6,8-diallyl-3,4-dihydro-7-hydroxy-1-prenyl-2(1H)-quinolinone. The reactants are CC(C(C)C=1C=C(C=C(O)C1)O)CCCCC (5-(3-methyl-2-octyl)resorcinol), O=C1C(SCC1)C(=O)OC (methyl 3-oxo2,3,4,5-tetrahydrothiophene-2-carboxylate). Solvent: C(C)O (ethanol). Run at time 3 day. Product: OC1=CC(=CC2=C1C1=C(C(O2)=O)SCC1)C(C)C(CCCCC)C (1,2-Dihydro-9-hydroxy-7-(3-methyl-2-octyl)-4-oxo-4H-thieno[2,3-c] [1]benzopyran). Reaction SMILES: [CH3:1][CH:2]([CH2:13][CH2:14][CH2:15][CH2:16][CH3:17])[CH:3]([C:5]1[CH:6]=[C:7]([OH:12])[CH:8]=[C:9]([CH:11]=1)[OH:10])[CH3:4].O=[C:19]1[CH2:23][CH2:22][S:21][CH:20]1[C:24](OC)=[O:25]>C(O)C>[OH:10][C:9]1[C:8]2[C:19]3[CH2:23][CH2:22][S:21][C:20]=3[C:24](=[O:25])[O:12][C:7]=2[CH:6]=[C:5]([CH:3]([CH:2]([CH3:1])[CH2:13][CH2:14][CH2:15][CH2:16][CH3:17])[CH3:4])[CH:11]=1. Reported procedure: A solution of 2,5 g. (0.011 mole) of 5-(3-methyl-2-octyl)resorcinol and 2.0 g. (0.013 mole) of the methyl 3-oxo2,3,4,5-tetrahydrothiophene-2-carboxylate in 50 ml. of absolute ethanol in a three-necked flask equipped with drying tube was cooled in an ice-water bath and saturated with dry hydrogen chloride. The 5-(3-methyl-2-octyl) resorcinol was prepared according to the method of Adams, MacKenzie and Loewe (J. Am. Chem. Soc. 70, 664-8 (1948). The reaction mixture was allowed to stand for 3 days ... Reactants: ice, C[C@@H](CCO)CCCC(C)C ((R)-3,7-dimethyl-1-octanol), C1(=CC=C(C=C1)S(=O)(=O)Cl)C (p-toluenesulphonyl chloride), N1=CC=CC=C1 (pyridine). The solvent is C(Cl)(Cl)Cl (chloroform). Run at time 20 hour. Product: C1(=CC=C(C=C1)S(=O)(=O)OCC[C@@H](CCCC(C)C)C)C ((R)-3,7-dimethyl-1-octanol p-toluenesulphonate). The yield is 89.0%. RXN SMILES: [CH3:1][C@H:2]([CH2:6][CH2:7][CH2:8][CH:9]([CH3:11])[CH3:10])[CH2:3][CH2:4][OH:5].[C:12]1([CH3:22])[CH:17]=[CH:16][C:15]([S:18](Cl)(=[O:20])=[O:19])=[CH:14][CH:13]=1.N1C=CC=CC=1>C(Cl)(Cl)Cl>[C:12]1([CH3:22])[CH:17]=[CH:16][C:15]([S:18]([O:5][CH2:4][CH2:3][C@H:2]([CH3:1])[CH2:6][CH2:7][CH2:8][CH:9]([CH3:11])[CH3:10])(=[O:20])=[O:19])=[CH:14][CH:13]=1. Procedure details: A solution of 6.5 g (41 mmol) of (R)-3,7-dimethyl-1-octanol and 7.8 g (41 mmol) of p-toluenesulphonyl chloride in 50 ml of absolute chloroform is treated at 0° with 7.9 g (0.1 mol) of absolute pyridine. The mixture is subsequently stirred at 4° for 20 hours. For the working-up the mixture is poured on to 500 g of ice and extracted three times with chloroform. The combined organic phases are washed first with cold 1-N hydrochloric acid, then with saturated aqueous sodium bicarbonate solution and ...